Dataset: the Open Reaction Database (ORD), a public repository of structured organic reaction records. Task: describe an organic reaction: reactants, conditions, products, and yield Reactants: CC=1NC2=CC=C(C=C2C1)C (2,5-Dimethylindole), Cl (HCl), C(O)([O-])=O.[Na+] (sodium hydrogen carbonate), [N+](=O)([O-])C=1C=CC=C2C(=CC=NC12)Cl (8-nitro-4-chloroquinoline), CN1CCCC1=O (NMP). The reagents and catalysts are O1CCOCC1 (dioxane). Reaction conditions: temperature 120 celsius, time 8 hour. The product is [N+](=O)([O-])C=1C=CC=C2C(=CC=NC12)C1=C(N(C2=CC=C(C=C12)C)CC(=O)O)C (3-(8-nitroquinolin-4-yl)-2,5-dimethyl-1H-indole-1-acetic acid). As a reaction SMILES: [CH3:1][C:2]1[NH:3][C:4]2[C:9]([CH:10]=1)=[CH:8][C:7]([CH3:11])=[CH:6][CH:5]=2.[N+:12]([C:15]1[CH:16]=[CH:17][CH:18]=[C:19]2[C:24]=1[N:23]=[CH:22][CH:21]=[C:20]2Cl)([O-:14])=[O:13].Cl.[C:27](=[O:30])([O-])[OH:28].[Na+].[CH3:32]N1C(=O)CCC1>O1CCOCC1>[N+:12]([C:15]1[CH:16]=[CH:17][CH:18]=[C:19]2[C:24]=1[N:23]=[CH:22][CH:21]=[C:20]2[C:10]1[C:9]2[C:4](=[CH:5][CH:6]=[C:7]([CH3:11])[CH:8]=2)[N:3]([CH2:32][C:27]([OH:28])=[O:30])[C:2]=1[CH3:1])([O-:14])=[O:13] |f:3.4|. Procedure: 2,5-Dimethylindole (300 mg) and 8-nitro-4-chloroquinoline (430 mg) were suspended in NMP (10 ml) containing 4M HCl in dioxane (2 drops) and maintained under a nitrogen atmosphere. The reaction was heated to 120° C. with stirring for 8 hours. When cooled, the mixture was basified with saturated sodium hydrogen carbonate solution and extracted into ethyl acetate, dried (MgSO4) and evaporated under reduced pressure to give an oil. The oil was purified by flash column chromatography using 2:1 isohex... Reactants: C(C1=CC=CC=C1)(=O)SC1=C(C=CC(=C1)Cl)CC(=O)NCC(=O)O (N-(2-benzoylmercapto-p-chlorophenylacetyl)glycine). Solvent: N (ammonia). Run at time 1 hour. Product: SC1=C(C=CC(=C1)Cl)CC(=O)NCC(=O)O (N-(2-mercapto-p-chlorophenylacetyl)glycine). Isolated yield 77.0%. As a reaction SMILES: C([S:9][C:10]1[CH:15]=[C:14]([Cl:16])[CH:13]=[CH:12][C:11]=1[CH2:17][C:18]([NH:20][CH2:21][C:22]([OH:24])=[O:23])=[O:19])(=O)C1C=CC=CC=1>N>[SH:9][C:10]1[CH:15]=[C:14]([Cl:16])[CH:13]=[CH:12][C:11]=1[CH2:17][C:18]([NH:20][CH2:21][C:22]([OH:24])=[O:23])=[O:19]. Procedure: 4.9g (0.065 mol) of glycine was dissolved in 250 ml of 0.5 N--NaOH and then to the solution was added dropwise 14.6g (0.054 mol) of 2-bromo-p-chlorophenylacetyl chloride over 1 hour while stirring and cooling with a freezing mixture. After completion of the addition, the reaction mixture was stirred at room temperature for an additional 2 hours. During stirring, the pH of the mixture was adjusted to 8. The filtrate which had been prepared by dissolving 11.6g (0.08 mol) of thiobenzoic acid in 40 ... Reactants: SC1=CC=CC=C1 (Mercaptobenzene), BrCCCSC1=NN=NN1 (5-(3-bromopropyl)thio-1,2,3,4-tetrazole), C([O-])([O-])=O.[K+].[K+] (potassium carbonate). Run in CC(=O)C (acetone). Yields the product C1(=CC=CC=C1)SCCCSC1=NN=NN1 (5-(3-phenylthiopropyl)thio-1,2,3,4-tetrazole). Yield: 73.7%. RXN SMILES: [SH:1][C:2]1[CH:7]=[CH:6][CH:5]=[CH:4][CH:3]=1.Br[CH2:9][CH2:10][CH2:11][S:12][C:13]1[NH:17][N:16]=[N:15][N:14]=1.C(=O)([O-])[O-].[K+].[K+]>CC(C)=O>[C:2]1([S:1][CH2:9][CH2:10][CH2:11][S:12][C:13]2[NH:17][N:16]=[N:15][N:14]=2)[CH:7]=[CH:6][CH:5]=[CH:4][CH:3]=1 |f:2.3.4|. Reported procedure: Mercaptobenzene (1.3 g) and 5-(3-bromopropyl)thio-1,2,3,4-tetrazole (1.8 g) are dissolved in acetone (50 ml), and thereto is added potassium carbonate (1.4 g), and the mixture is refluxed for 2 hours. After acetone is distilled off, water is added to the residue, and the mixture is extracted with chloroform. The chloroform layer is washed with 5% aqueous sodium hydroxide and saturated aqueous sodium chloride and dried over magnesium sulfate. After chloroform is distilled off, the residue is puri... The solvent is C1=CC=CC=C1.CCCCC (benzene n-pentane). Reactants: [Na] (sodium), ClC1=C(C=CC(=C1)C)N=C=S (2-chloro-4-methylphenyl isothiocyanate), CC(=O)C (acetone), CC(=O)C (acetone), Cl.C(CCCCCC)(=N)N (heptanamidine hydrochloride). Reaction SMILES: [Na].CC(C)=O.Cl.[C:7]([NH2:15])(=[NH:14])[CH2:8][CH2:9][CH2:10][CH2:11][CH2:12][CH3:13].[Cl:16][C:17]1[CH:22]=[C:21]([CH3:23])[CH:20]=[CH:19][C:18]=1[N:24]=[C:25]=[S:26]>C1C=CC=CC=1.CCCCC>[Cl:16][C:17]1[CH:22]=[C:21]([CH3:23])[CH:20]=[CH:19][C:18]=1[NH:24][C:25]([NH:14][C:7](=[NH:15])[CH2:8][CH2:9][CH2:10][CH2:11][CH2:12][CH3:13])=[S:26] |f:2.3,5.6,^1:0|. Yields the product ClC1=C(C=CC(=C1)C)NC(=S)NC(CCCCCC)=N (1-(2-chloro-4-methylphenyl)-3-(heptanimidoyl)-2-thiourea). Procedure: Following a procedure similar to that described in Example 1 and using 2.3 g. sodium in 250 ml. dry acetone, 16.4 g. heptanamidine hydrochloride, and 16 g. 2-chloro-4-methylphenyl isothiocyanate (b.p. 80°-82° C./0.3 mm.; prepared from 2-chloro-4-methylaniline) in 100 ml. dry acetone there was obtained 1-(2-chloro-4-methylphenyl)-3-(heptanimidoyl)-2-thiourea, m.p. 78°-80° C. (from benzene-n-pentane); hydrochloride (23 g.), m.p. 138°-140° C. (from isopropyl alcohol). Starting materials: C=CCN(C(=O)OCc1ccccc1)c1cnc2n(c1=O)C(C(=O)O)CC2(C)CC(=O)OC(C)(C)C, N=C(NC(=O)OCc1ccccc1)c1ccc(CN)cc1. The product is C=CCN(C(=O)OCc1ccccc1)c1cnc2n(c1=O)C(C(=O)NCc1ccc(C(=N)NC(=O)OCc3ccccc3)cc1)CC2(C)CC(=O)OC(C)(C)C. RXN SMILES: [CH2:1]([CH:2]=[CH2:3])[N:4]([c:5]1[cH:6][n:7][c:8]2[n:9]([c:10]1=[O:11])[CH:12]([C:24](=[O:25])[OH:26])[CH2:13][C:14]2([CH3:15])[CH2:16][C:17](=[O:18])[O:19][C:20]([CH3:21])([CH3:22])[CH3:23])[C:27](=[O:28])[O:29][CH2:30][c:31]1[cH:32][cH:33][cH:34][cH:35][cH:36]1.[CH2:37]([c:38]1[cH:39][cH:40][cH:41][cH:42][cH:43]1)[O:44][C:45]([NH:46][C:47](=[NH:48])[c:49]1[cH:50][cH:51][c:52]([CH2:55][NH2:56])[cH:53][cH:54]1)=[O:57]>>[CH2:1]([CH:2]=[CH2:3])[N:4]([c:5]1[cH:6][n:7][c:8]2[n:9]([c:10]1=[O:11])[CH:12]([C:24](=[O:25])[NH:56][CH2:55][c:52]1[cH:51][cH:50][c:49]([C:47]([NH:46][C:45]([O:44][CH2:37][c:38]3[cH:39][cH:40][cH:41][cH:42][cH:43]3)=[O:57])=[NH:48])[cH:54][cH:53]1)[CH2:13][C:14]2([CH3:15])[CH2:16][C:17](=[O:18])[O:19][C:20]([CH3:21])([CH3:22])[CH3:23])[C:27](=[O:28])[O:29][CH2:30][c:31]1[cH:32][cH:33][cH:34][cH:35][cH:36]1.